From a dataset of the Open Reaction Database (ORD), a public repository of structured organic reaction records. describe an organic reaction: reactants, conditions, products, and yield Reactants: [H-].[Na+] (sodium hydride), ClCCCC(=O)NC1=C(OC2=NC(=C(C=C21)C2=CC=C(C=C2)Cl)C2=C(C=C(C=C2)Cl)Cl)C(C(C)(C)C)=O (4-Chloro-N-[5-(4-chlorophenyl)-6-(2,4-dichlorophenyl)-2-(2,2-dimethylpropanoyl)furo[2,3-b]pyridin-3-yl]butanamide). The solvent is C1CCOC1 (THF), C1CCOC1 (THF). Conditions: temperature 60 celsius. Yields the product ClC1=CC=C(C=C1)C=1C=C2C(=NC1C1=C(C=C(C=C1)Cl)Cl)OC(=C2N2C(CCC2)=O)C(C(C)(C)C)=O (1-[5-(4-Chlorophenyl)-6-(2,4-dichlorophenyl)-2-(2,2-dimethylpropanoyl)furo[2,3-b]pyridin-3-yl]pyrrolidin-2-one). RXN SMILES: [H-].[Na+].Cl[CH2:4][CH2:5][CH2:6][C:7]([NH:9][C:10]1[C:18]2[C:13](=[N:14][C:15]([C:26]3[CH:31]=[CH:30][C:29]([Cl:32])=[CH:28][C:27]=3[Cl:33])=[C:16]([C:19]3[CH:24]=[CH:23][C:22]([Cl:25])=[CH:21][CH:20]=3)[CH:17]=2)[O:12][C:11]=1[C:34](=[O:39])[C:35]([CH3:38])([CH3:37])[CH3:36])=[O:8]>C1COCC1>[Cl:25][C:22]1[CH:21]=[CH:20][C:19]([C:16]2[CH:17]=[C:18]3[C:10]([N:9]4[CH2:4][CH2:5][CH2:6][C:7]4=[O:8])=[C:11]([C:34](=[O:39])[C:35]([CH3:37])([CH3:36])[CH3:38])[O:12][C:13]3=[N:14][C:15]=2[C:26]2[CH:31]=[CH:30][C:29]([Cl:32])=[CH:28][C:27]=2[Cl:33])=[CH:24][CH:23]=1 |f:0.1|. Procedure details: To a magnetically stirred suspension of 7 mg (0.173 mmol) of sodium hydride in 1 mL THF was slowly added 0.100 g (0.173 mmol) of the product of Example 47 dissolved in 1 mL of THF. After 15 min the addition was complete and the reaction mixture was stirred and heated to 60° C. for 3.5 h. The reaction was then cooled to room temperature, and partitioned between saturated aq. NaHCO3 and EtOAc. The organic product was extracted into EtOAc, separated, dried (Na2SO4) filtered and evaporated. The resi... Starting materials: CC(C)C1NC(=O)C(CSC(c2ccccc2)(c2ccccc2)c2ccccc2)NC(=O)C(CCC(=O)OC(C)(C)C)NC(=O)CC(C=CCCSC(c2ccccc2)(c2ccccc2)c2ccccc2)OC(=O)CNC1=O, CO, ClCCl. The product is CC(C)C1NC(=O)C2CSSCCC=CC(CC(=O)NC(CCC(=O)OC(C)(C)C)C(=O)N2)OC(=O)CNC1=O. Reaction SMILES: [C:1]([CH3:2])([CH3:3])([CH3:4])[O:5][C:6]([CH2:7][CH2:8][CH:9]1[C:10](=[O:77])[NH:11][CH:12]([CH2:56][S:57][C:58]([c:59]2[cH:60][cH:61][cH:62][cH:63][cH:64]2)([c:65]2[cH:66][cH:67][cH:68][cH:69][cH:70]2)[c:71]2[cH:72][cH:73][cH:74][cH:75][cH:76]2)[C:13](=[O:55])[NH:14][CH:15]([CH:52]([CH3:53])[CH3:54])[C:16](=[O:51])[NH:17][CH2:18][C:19](=[O:50])[O:20][CH:21]([CH:26]=[CH:27][CH2:28][CH2:29][S:30][C:31]([c:32]2[cH:33][cH:34][cH:35][cH:36][cH:37]2)([c:38]2[cH:39][cH:40][cH:41][cH:42][cH:43]2)[c:44]2[cH:45][cH:46][cH:47][cH:48][cH:49]2)[CH2:22][C:23](=[O:25])[NH:24]1)=[O:78].[CH3:82][OH:83].[Cl:79][CH2:80][Cl:81]>>[C:1]([CH3:2])([CH3:3])([CH3:4])[O:5][C:6]([CH2:7][CH2:8][CH:9]1[C:10](=[O:77])[NH:11][CH:12]2[C:13](=[O:55])[NH:14][CH:15]([CH:52]([CH3:53])[CH3:54])[C:16](=[O:51])[NH:17][CH2:18][C:19](=[O:50])[O:20][CH:21]([CH2:22][C:23](=[O:25])[NH:24]1)[CH:26]=[CH:27][CH2:28][CH2:29][S:30][S:57][CH2:56]2)=[O:78].